From a dataset of the Open Reaction Database (ORD), a public repository of structured organic reaction records. describe an organic reaction: reactants, conditions, products, and yield Reactants: ClC1=NC(=NC(=N1)NC1=CC(=NN1)C1CC1)N1[C@@]2(C(O[C@H](C1)C2)=O)C ((1S,4S)-5-(4-chloro-6-(3-cyclopropyl-1H-pyrazol-5-ylamino)-1,3,5-triazin-2-yl)-4-methyl-2-oxa-5-azabicyclo[2.2.1]heptan-3-one), N1CCOCC1 (morpholine). Run in C1CCOC1 (THF). Conditions: time 4 hour. Product: C1(CC1)C1=NNC(=C1)NC1=NC(=NC(=N1)N1CCOCC1)N1[C@@]2(C(O[C@H](C1)C2)=O)C ((1S,4S)-5-(4-(3-Cyclopropyl-1H-pyrazol-5-ylamino)-6-morpholino-1,3,5-triazin-2-yl)-4-methyl-2-oxa-5-azabicyclo[2.2.1]heptan-3-one). Yield: 66.0%. As a reaction SMILES: Cl[C:2]1[N:7]=[C:6]([NH:8][C:9]2[NH:13][N:12]=[C:11]([CH:14]3[CH2:16][CH2:15]3)[CH:10]=2)[N:5]=[C:4]([N:17]2[CH2:22][C@@H:21]3[CH2:23][C@@:18]2([CH3:25])[C:19](=[O:24])[O:20]3)[N:3]=1.[NH:26]1[CH2:31][CH2:30][O:29][CH2:28][CH2:27]1>C1COCC1>[CH:14]1([C:11]2[CH:10]=[C:9]([NH:8][C:6]3[N:7]=[C:2]([N:26]4[CH2:31][CH2:30][O:29][CH2:28][CH2:27]4)[N:3]=[C:4]([N:17]4[CH2:22][C@@H:21]5[CH2:23][C@@:18]4([CH3:25])[C:19](=[O:24])[O:20]5)[N:5]=3)[NH:13][N:12]=2)[CH2:15][CH2:16]1. Reported procedure: To a solution of (1S,4S)-5-(4-chloro-6-(3-cyclopropyl-1H-pyrazol-5-ylamino)-1,3,5-triazin-2-yl)-4-methyl-2-oxa-5-azabicyclo[2.2.1]heptan-3-one (365 mg, 1.01 mmol) in THF (10 ml) was added morpholine (0.2 ml, excess). The reaction mixture was stirred at RT for 4 h and concentrated. The residue was purified by prep. HPLC to give 105B (340 mg, 66%) as a TFA salt. LC/MS [M+H]+: 513; Ret time (Method F): 2.56 min. Isolated yield 87.0%. RXN SMILES: CO[C:3](=[O:22])[C:4]1[CH:9]=[CH:8][C:7](/[CH:10]=[CH:11]/[C:12]2[C:13]([CH2:18][CH2:19][CH2:20][CH3:21])=[N:14][O:15][C:16]=2[CH3:17])=[N:6][CH:5]=1.[CH3:23][CH:24]([NH2:27])[CH2:25][OH:26]>>[CH2:18]([C:13]1[C:12](/[CH:11]=[CH:10]/[C:7]2[CH:8]=[CH:9][C:4]([C:3]([NH:27][CH:24]([CH3:23])[CH2:25][OH:26])=[O:22])=[CH:5][N:6]=2)=[C:16]([CH3:17])[O:15][N:14]=1)[CH2:19][CH2:20][CH3:21]. Reported procedure: As described in example 4, 6-[(E)-2-(3-butyl-5-methyl-isoxazol-4-yl)-vinyl]-nicotinic acid methyl ester (100 mg, 0.28 mmol) instead of 6-[2-(5-methyl-3-phenyl-isoxazol-4-yl)-ethyl]-nicotinic acid methyl ester, and DL-2-amino-1-propanol instead of ethanolamine, was converted to the title compound (85 mg, 87%) which was obtained as a light yellow oil after purification by chromatography (silica, dichloromethane:methanol 100:0 to 94:6). MS: m/e=364.4 [M+H]+. The reactants are COC(C1=CN=C(C=C1)\C=C\C=1C(=NOC1C)CCCC)=O (6-[(E)-2-(3-butyl-5-methyl-isoxazol-4-yl)-vinyl]-nicotinic acid methyl ester), CC(CO)N (DL-2-amino-1-propanol). The product is C(CCC)C1=NOC(=C1/C=C/C1=NC=C(C(=O)NC(CO)C)C=C1)C (6-[(E)-2-(3-Butyl-5-methyl-isoxazol-4-yl)-vinyl]-N-(2-hydroxy-1-methyl-ethyl)-nicotinamide). Reactants: ClCCl, C[Si](C)(C)CC(O)CCc1ccc(S(=O)(=O)c2ccccc2)cc1Br. Product: C=CCCc1ccc(S(=O)(=O)c2ccccc2)cc1Br. As a reaction SMILES: [Cl:26][CH2:27][Cl:28].[c:1]1([S:7](=[O:8])(=[O:9])[c:10]2[cH:11][c:12]([Br:25])[c:13]([CH2:16][CH2:17][CH:18]([CH2:19][Si:21]([CH3:22])([CH3:23])[CH3:24])[OH:20])[cH:14][cH:15]2)[cH:2][cH:3][cH:4][cH:5][cH:6]1>>[c:1]1([S:7](=[O:8])(=[O:9])[c:10]2[cH:11][c:12]([Br:25])[c:13]([CH2:16][CH2:17][CH:18]=[CH2:19])[cH:14][cH:15]2)[cH:2][cH:3][cH:4][cH:5][cH:6]1. Starting materials: [H-].[Na+] (sodium hydride), C1(=CC=CC=C1)O (phenol), CS(=O)(=O)OCC1=CCCCO1 (2,3-dihydropyran-6-ylmethyl methanesulfonate). The solvent is CN(C=O)C (dimethylformamide). Conditions: time 30 minute. Yields the product O(C1=CC=CC=C1)CC1=CCCCO1 (6-Phenoxymethyl-2,3-dihydropyran). RXN SMILES: [H-].[Na+].[C:3]1([OH:9])[CH:8]=[CH:7][CH:6]=[CH:5][CH:4]=1.CS(O[CH2:15][C:16]1[O:21][CH2:20][CH2:19][CH2:18][CH:17]=1)(=O)=O>CN(C)C=O>[O:9]([CH2:15][C:16]1[O:21][CH2:20][CH2:19][CH2:18][CH:17]=1)[C:3]1[CH:8]=[CH:7][CH:6]=[CH:5][CH:4]=1 |f:0.1|. Reported procedure: 6.0 g (0.25 mol) of sodium hydride are added a little at a time at room temperature to 20.5 g (0.22 mol) of phenol in 200 ml of dimethylformamide. Stirring is carried out for 30 minutes at room temperature, after which 42 g (0.22 mol) of 2,3-dihydropyran-6-ylmethyl methanesulfonate (Example 7b) are added dropwise with slight cooling. Stirring is carried out for 4 hours at room temperature, after which the reaction mixture is poured onto water. The aqueous phase is extracted three times with diet... Starting materials: O=C1CC(CC(C1C(CC)=O)=O)C#N (3,5-dioxo-4-propionylcyclohexanenitrile), C(C)(C)N (isopropylamine). The solvent is O1CCCC1 (tetrahydrofuran). Run at time 16 hour. Product: O=C1CC(CC(C1C(CC)=NC(C)C)=O)C#N (3,5-dioxo-4-(1-isopropyliminopropyl)-cyclohexanenitrile). RXN SMILES: [O:1]=[C:2]1[CH:7]([C:8](=O)[CH2:9][CH3:10])[C:6](=[O:12])[CH2:5][CH:4]([C:13]#[N:14])[CH2:3]1.[CH:15]([NH2:18])([CH3:17])[CH3:16]>O1CCCC1>[O:1]=[C:2]1[CH:7]([C:8](=[N:18][CH:15]([CH3:17])[CH3:16])[CH2:9][CH3:10])[C:6](=[O:12])[CH2:5][CH:4]([C:13]#[N:14])[CH2:3]1. Procedure: 1.2 g (0.006 mol) of 3,5-dioxo-4-propionylcyclohexanenitrile were dissolved in 40 ml of dry tetrahydrofuran, and 0.4 g (0.006 mol) of isopropylamine was added. The mixture was stirred for 16 hours at room temperature, the solvent was stripped off under reduced pressure and the residue was filtered under suction over a little silica gel using methylene chloride/methanol. The solvent was stripped off to give 1.3 g 92% of theory) of 3,5-dioxo-4-(1-isopropyliminopropyl)-cyclohexanenitrile. Yields the product CC1=C2C=CN(C2=CC=C1)C1=C(C#N)C=CC=C1 (2-(4-Methyl-1H-indol-1-yl)benzonitrile). Reaction conditions: temperature 150 celsius. Reaction SMILES: [CH3:1][C:2]1[CH:10]=[CH:9][CH:8]=[C:7]2[C:3]=1[CH:4]=[CH:5][NH:6]2.F[C:12]1[CH:19]=[CH:18][CH:17]=[CH:16][C:13]=1[C:14]#[N:15].C(=O)([O-])[O-].[K+].[K+]>CN(C=O)C.O>[CH3:1][C:2]1[CH:10]=[CH:9][CH:8]=[C:7]2[C:3]=1[CH:4]=[CH:5][N:6]2[C:12]1[CH:19]=[CH:18][CH:17]=[CH:16][C:13]=1[C:14]#[N:15] |f:2.3.4|. Yield: 85.1%. Procedure: 4-Methyl-1H-indole (1.042 g, 7.94 mmol, 1.0 eq) was combined with 2-fluoro-benzonitrile (1.29 mL, 11.91 mmol, 1.5 eq) and potassium carbonate (2.195 g, 15.88 mmol, 2.0 eq) in DMF (7.94 mL, 1M) and heated at 150° C. for 4 hours. The reaction was then cooled to room temperature, diluted with water (20 mL), and extracted three times with ethyl acetate. The organic extracts were washed with water and aqueous saturated sodium chloride, dried over sodium sulfate, filtered through magnesium sulfate and... Reactants: CC1=C2C=CNC2=CC=C1 (4-Methyl-1H-indole), FC1=C(C#N)C=CC=C1 (2-fluoro-benzonitrile), C([O-])([O-])=O.[K+].[K+] (potassium carbonate). Run in CN(C)C=O (DMF), O (water). Starting materials: C(C1=CC=CC=C1)N(CCC#N)CC(=O)C1=C(C=CC=C1)Br (3-{Benzyl-[2-(2-bromophenyl)-2-oxoethyl]amino}propanenitrile), [BH4-].[Na+] (sodium borohydride). The solvent is CO (methanol), CO (methanol). Run at temperature 0 celsius, time 8 hour. Product: C(C1=CC=CC=C1)N(CCC#N)CC(O)C1=C(C=CC=C1)Br (3-{Benzyl-[2-(2-bromophenyl)-2-hydroxyethyl]amino}propanenitrile). As a reaction SMILES: [CH2:1]([N:8]([CH2:13][C:14]([C:16]1[CH:21]=[CH:20][CH:19]=[CH:18][C:17]=1[Br:22])=[O:15])[CH2:9][CH2:10][C:11]#[N:12])[C:2]1[CH:7]=[CH:6][CH:5]=[CH:4][CH:3]=1.[BH4-].[Na+]>CO>[CH2:1]([N:8]([CH2:13][CH:14]([C:16]1[CH:21]=[CH:20][CH:19]=[CH:18][C:17]=1[Br:22])[OH:15])[CH2:9][CH2:10][C:11]#[N:12])[C:2]1[CH:3]=[CH:4][CH:5]=[CH:6][CH:7]=1 |f:1.2|. Procedure details: The 131.9 g of product obtained in Step 1 are dissolved in 300 ml of methanol and then added dropwise to 39.9 g of sodium borohydride in 300 ml of methanol. The temperature is maintained at 0° C. throughout the period of addition; the reaction mixture is then left at ambient temperature overnight and is subsequently evaporated to dryness, taken up in dichloromethane and washed with water. After concentrating under reduced pressure, chromatography on silica gel (dichloromethane) allows 94 g of ex...